This data is from the Open Reaction Database (ORD), a public repository of structured organic reaction records. The task is: describe an organic reaction: reactants, conditions, products, and yield Reactants: C(C)(=O)O (acetic acid), NC[C@H](O)C=1C=CC(=C(C1)NS(=O)(=O)C)O (N-{5-[(1R)-2-amino-1-hydroxyethyl]-2-hydroxyphenyl}methanesulfonamide), CO (methanol), COC(CC1=CC=C(NC2CCN(CC2)C(=O)N2[C@@H](CCC2)C(=O)OC)C=C1)OC (Methyl (2S)-1-({4-[4-(2,2-dimethoxyethyl)anilino]-1-piperidinyl)carbonyl)-2-pyrrolidinecarboxylate), [I-].[Na+] (sodium iodide), Cl[Si](C)(Cl)Cl (trichloro(methyl)silane), C(#N)[BH3-].[Na+] (sodium cyanoborohydride). The solvent is ClCCl (Dichloromethane), C(C)#N (acetonitrile). Conditions: time 10 minute. Product: O[C@@H](CNCCC1=CC=C(C=C1)NC1CCN(CC1)C(=O)N1[C@H](C(=O)OC)CCC1)C1=C(C=C(C=C1)O)NS(=O)(=O)C (1-[[4-[[4-[2-[[(2R)-2-Hydroxy-2-[4-hydroxy[(methylsulfonyl)amino]phenyl]ethyl]amino]ethyl]phenyl]amino]-1-piperidinyl]carbonyl]-L-proline, methyl ester). As a reaction SMILES: CO[CH:3](OC)[CH2:4][C:5]1[CH:28]=[CH:27][C:8]([NH:9][CH:10]2[CH2:15][CH2:14][N:13]([C:16]([N:18]3[CH2:22][CH2:21][CH2:20][C@H:19]3[C:23]([O:25][CH3:26])=[O:24])=[O:17])[CH2:12][CH2:11]2)=[CH:7][CH:6]=1.[I-].[Na+].Cl[Si](Cl)(Cl)C.[C:38](O)(=[O:40])C.NC[C@@H]([C:46]1[CH:47]=[CH:48][C:49](O)=[C:50]([NH:52][S:53]([CH3:56])(=[O:55])=[O:54])[CH:51]=1)O.[C:58]([BH3-])#[N:59].[Na+].C[OH:63]>C(#N)C.ClCCl>[OH:40][C@H:38]([C:49]1[CH:48]=[CH:47][C:46]([OH:63])=[CH:51][C:50]=1[NH:52][S:53]([CH3:56])(=[O:54])=[O:55])[CH2:58][NH:59][CH2:3][CH2:4][C:5]1[CH:28]=[CH:27][C:8]([NH:9][CH:10]2[CH2:11][CH2:12][N:13]([C:16]([N:18]3[CH2:22][CH2:21][CH2:20][C@H:19]3[C:23]([O:25][CH3:26])=[O:24])=[O:17])[CH2:14][CH2:15]2)=[CH:7][CH:6]=1 |f:1.2,6.7|. Reported procedure: Methyl (2S)-1-({4-[4-(2,2-dimethoxyethyl)anilino]-1-piperidinyl)carbonyl)-2-pyrrolidinecarboxylate (1.0 g, 2.38 mmol) was added to a pre-prepared mixture of sodium iodide (0.837 g, 5.58 mmol) and trichloro(methyl)silane (0.525 mL, 4.46 mmol) in anhydrous acetonitrile. The reaction was stirred at ambient temperature for 10 minutes. Dichloromethane was added and the reaction washed with 10% sodium thiosulfate solution, water and brine. The organic layer was dried over anhydrous magnesium sulfate, ... Reactants: O(C1=CC=CC=C1)C1=C(C(=O)OCC)C=C(C=C1)NC=1C2=C(N=CN1)C=CN2 (ethyl 2-phenoxy-5-(5H-pyrrolo[3,2-d]pyrimidin-4-ylamino)benzoate), [OH-].[Na+] (sodium hydroxide), Cl (hydrochloric acid). Run in CO (methanol), CO (methanol). Run at temperature 60 celsius, time 1.5 hour. Product: O(C1=CC=CC=C1)C1=C(C(=O)O)C=C(C=C1)NC=1C2=C(N=CN1)C=CN2 (2-phenoxy-5-(5H-pyrrolo[3,2-d]pyrimidin-4-ylamino)benzoic acid). Yield: 92.3%. RXN SMILES: [O:1]([C:8]1[CH:18]=[CH:17][C:16]([NH:19][C:20]2[C:21]3[NH:28][CH:27]=[CH:26][C:22]=3[N:23]=[CH:24][N:25]=2)=[CH:15][C:9]=1[C:10]([O:12]CC)=[O:11])[C:2]1[CH:7]=[CH:6][CH:5]=[CH:4][CH:3]=1.[OH-].[Na+].Cl>CO>[O:1]([C:8]1[CH:18]=[CH:17][C:16]([NH:19][C:20]2[C:21]3[NH:28][CH:27]=[CH:26][C:22]=3[N:23]=[CH:24][N:25]=2)=[CH:15][C:9]=1[C:10]([OH:12])=[O:11])[C:2]1[CH:3]=[CH:4][CH:5]=[CH:6][CH:7]=1 |f:1.2|. Procedure details: A mixture of ethyl 2-phenoxy-5-(5H-pyrrolo[3,2-d]pyrimidin-4-ylamino)benzoate (899 mg), 1N aqueous sodium hydroxide solution (5 mL) and methanol (15 mL) was stirred at 60° C. for 1.5 hrs. To the reaction mixture was added 1N hydrochloric acid (5 mL), and methanol was evaporated under reduced pressure. The precipitated crystals were collected by filtration, and washed with water and acetone to give the title compound (768 mg) as a pale-brown powder. Reactants: COC1=CC=C(C(=O)O)C=C1 (4-methoxybenzoic acid), C(C)#N (acetonitrile), N,N'-carbonyldiimidazole, NC1=NC2=NC(=CC=C2C=C1)C (2-amino-7-methyl-1,8-naphthyridine). The solvent is O (water). Conditions: temperature 4 celsius. Product: CC1=CC=C2C=CC(=NC2=N1)NC(C1=CC=C(C=C1)OC)=O (N-(7-methyl-1,8-naphthyridin-2-yl)-4-methoxybenzamide). The yield is 72.6%. As a reaction SMILES: [CH3:1][O:2][C:3]1[CH:11]=[CH:10][C:6]([C:7]([OH:9])=O)=[CH:5][CH:4]=1.[NH2:12][C:13]1[CH:22]=[CH:21][C:20]2[C:15](=[N:16][C:17]([CH3:23])=[CH:18][CH:19]=2)[N:14]=1.C(#N)C>O>[CH3:23][C:17]1[N:16]=[C:15]2[C:20]([CH:21]=[CH:22][C:13]([NH:12][C:7](=[O:9])[C:6]3[CH:5]=[CH:4][C:3]([O:2][CH3:1])=[CH:11][CH:10]=3)=[N:14]2)=[CH:19][CH:18]=1. Procedure details: The procedure is similar to that described in Example 1, but starting with 4-methoxybenzoic acid (12.2 g), N,N'-carbonyldiimidazole (10.3 g) and 2-amino-7-methyl-1,8-naphthyridine (9.5 g). The product produced by precipitation in water (14.4 g; m.p. 110° C.) is dissolved in boiling acetonitrile (150 cc). After 2 hours' cooling at 4° C., the crystallised solid is separated by filtration, washed with acetonitrile (2×10 cc) and dried at 45° C. under reduced pressure (0.067 kPa). N-(7-methyl-1,8-nap... The reactants are S=C=NCCC1=CCCCC1, CN(C)C=O, Nc1nc2c(s1)CCCC2. Product: S=C(NCCC1=CCCCC1)Nc1nc2c(s1)CCCC2. RXN SMILES: [C:1]1([CH2:7][CH2:8][N:9]=[C:10]=[S:11])=[CH:2][CH2:3][CH2:4][CH2:5][CH2:6]1.[CH3:22][N:23]([CH3:24])[CH:25]=[O:26].[NH2:12][c:13]1[s:14][c:15]2[c:16]([n:17]1)[CH2:18][CH2:19][CH2:20][CH2:21]2>>[C:1]1([CH2:7][CH2:8][NH:9][C:10](=[S:11])[NH:12][c:13]2[s:14][c:15]3[c:16]([n:17]2)[CH2:18][CH2:19][CH2:20][CH2:21]3)=[CH:2][CH2:3][CH2:4][CH2:5][CH2:6]1. Reactants: BrCCOC(C)=O (2-bromoethylacetate), O (water), [H-].[Na+] (NaH), FC=1C=C(C=CC1OC)C=1C=NC=2C=C3C(=CC2N1)NN=C3 (7-(3-fluoro-4-methoxyphenyl)-1H-pyrazolo[3,4-g]quinoxaline). Run in CN(C)C=O (DMF). Conditions: time 15 minute. Product: C(C)(=O)OCCN1N=CC=2C1=CC=1N=C(C=NC1C2)C2=CC(=C(C=C2)OC)F (1-(2-acetoxyethyl)-7-(3-fluoro-4-methoxyphenyl)-1H-pyrazolo[3,4-g]quinoxaline), C(C)(=O)OCCN1N=C2C=C3N=C(C=NC3=CC2=C1)C1=CC(=C(C=C1)OC)F (2-(2-acetoxyethyl)-7-(3-fluoro-4-methoxyphenyl)-2H-pyrazolo[3,4-g]quinoxaline). RXN SMILES: [H-].[Na+].[F:3][C:4]1[CH:5]=[C:6]([C:12]2[CH:13]=[N:14][C:15]3[CH:16]=[C:17]4[CH:24]=[N:23][NH:22][C:18]4=[CH:19][C:20]=3[N:21]=2)[CH:7]=[CH:8][C:9]=1[O:10][CH3:11].Br[CH2:26][CH2:27][O:28][C:29](=[O:31])[CH3:30].O>CN(C=O)C>[C:29]([O:28][CH2:27][CH2:26][N:22]1[C:18]2=[CH:19][C:20]3[N:21]=[C:12]([C:6]4[CH:7]=[CH:8][C:9]([O:10][CH3:11])=[C:4]([F:3])[CH:5]=4)[CH:13]=[N:14][C:15]=3[CH:16]=[C:17]2[CH:24]=[N:23]1)(=[O:31])[CH3:30].[C:29]([O:28][CH2:27][CH2:26][N:23]1[CH:24]=[C:17]2[C:18]([CH:19]=[C:20]3[C:15](=[CH:16]2)[N:14]=[CH:13][C:12]([C:6]2[CH:7]=[CH:8][C:9]([O:10][CH3:11])=[C:4]([F:3])[CH:5]=2)=[N:21]3)=[N:22]1)(=[O:31])[CH3:30] |f:0.1|. Procedure: NaH (60%; 0.35 g) is added into a stirring solution of 2.14 g of 7-(3-fluoro-4-methoxyphenyl)-1H-pyrazolo[3,4-g]quinoxaline in 30 ml of anhydrous DMF and stirred for 15 minutes, then 1.34 g of 2-bromoethylacetate is added into the mixture slowly. The resulting mixture is stirred at room temperature for 21/2 hours then poured into water and the product is filtered off, washed with water and dried. This is purified by column chromatography using 5% →20% ethylacetate in methylene chloride as eluent...